From a dataset of the Open Reaction Database (ORD), a public repository of structured organic reaction records. describe an organic reaction: reactants, conditions, products, and yield Yields the product COc1ccccc1-c1oc2cccc(OCCCNCc3cccnc3)c2c1C. The reactants are COc1ccccc1-c1oc2cccc(OCCCN(Cc3cccnc3)C(=O)OC(C)(C)C)c2c1C, ClCCl, O=C(O)C(F)(F)F. As a reaction SMILES: [C:1]([O:2][C:3](=[O:4])[N:7]([CH2:8][c:9]1[cH:10][n:11][cH:12][cH:13][cH:14]1)[CH2:15][CH2:16][CH2:17][O:18][c:19]1[cH:20][cH:21][cH:22][c:23]2[c:24]1[c:25]([CH3:36])[c:26](-[c:28]1[c:29]([O:34][CH3:35])[cH:30][cH:31][cH:32][cH:33]1)[o:27]2)([CH3:5])([CH3:6])[CH3:37].[Cl:45][CH2:46][Cl:47].[OH:38][C:39]([C:40]([F:41])([F:42])[F:43])=[O:44]>>[NH:7]([CH2:8][c:9]1[cH:10][n:11][cH:12][cH:13][cH:14]1)[CH2:15][CH2:16][CH2:17][O:18][c:19]1[cH:20][cH:21][cH:22][c:23]2[c:24]1[c:25]([CH3:36])[c:26](-[c:28]1[c:29]([O:34][CH3:35])[cH:30][cH:31][cH:32][cH:33]1)[o:27]2. The reactants are C(C)(C)(C)OC(=O)N1CCC2=C(N(N=C2CC1)C(C)C)OS(=O)(=O)C(F)(F)F (2-isopropyl-3-trifluoromethanesulfonyloxy-4,5,7,8-tetrahydro-2H-1,2,6-triaza-azulene-6-carboxylic acid tert-butyl ester), FC1=CC=C(C=C1)B(O)O (4-fluorophenylboronic acid). The product is FC1=CC=C(C=C1)C=1N(N=C2CCNCCC12)C(C)C (3-(4-Fluoro-phenyl)-2-isopropyl-2,4,5,6,7,8-hexahydro-1,2,6-triaza-azulene). The yield is 90.5%. Reaction SMILES: C(OC([N:8]1[CH2:17][CH2:16][C:15]2[C:11](=[C:12](OS(C(F)(F)F)(=O)=O)[N:13]([CH:18]([CH3:20])[CH3:19])[N:14]=2)[CH2:10][CH2:9]1)=O)(C)(C)C.[F:29][C:30]1[CH:35]=[CH:34][C:33](B(O)O)=[CH:32][CH:31]=1>>[F:29][C:30]1[CH:35]=[CH:34][C:33]([C:12]2[N:13]([CH:18]([CH3:19])[CH3:20])[N:14]=[C:15]3[C:11]=2[CH2:10][CH2:9][NH:8][CH2:17][CH2:16]3)=[CH:32][CH:31]=1. Procedure: The title compound (92 mg) was prepared as in Example 177, Steps C and D, using 159 mg of 2-isopropyl-3-trifluoromethanesulfonyloxy-4,5,7,8-tetrahydro-2H-1,2,6-triaza-azulene-6-carboxylic acid tert-butyl ester (Example 189, Step A) and 156 mg of 4-fluorophenylboronic acid. MS (ESI): exact mass calculated for C16H20FN3, 273.16. found, m/z 274.4 [M+H]+. 1H NMR (500 MHz, CDCl3): 7.42-7.35 (m, 2H), 7.33-7.27 (m, 2H), 4.37 (m, 1H), 3.46-3.39 (m, 2H), 3.34-3.28 (m, 2H), 3.23-3.18 (m, 2H), 2.81-2.74 (m... The reactants are C(C)(C)(C)C1=CC=CC=C1 (tert-butylbenzene), FC(S(=O)(=O)[O-])(F)F (trifluoromethane sulfonate), C=CC1=CC=CC=C1 (styrene). Run in O (water), O (water). Run at time 30 minute. Product: C1(=CC=CC=C1)C(C)C1=CC=C(C=C1)C(C)(C)C (1-phenyl-1-(4'-tert-butylphenyl)ethane). As a reaction SMILES: [C:1]([C:5]1[CH:10]=[CH:9][CH:8]=[CH:7][CH:6]=1)([CH3:4])([CH3:3])[CH3:2].FC(F)(F)S([O-])(=O)=O.[CH2:19]=[CH:20][C:21]1[CH:26]=[CH:25][CH:24]=[CH:23][CH:22]=1>O>[C:21]1([CH:20]([C:8]2[CH:9]=[CH:10][C:5]([C:1]([CH3:4])([CH3:3])[CH3:2])=[CH:6][CH:7]=2)[CH3:19])[CH:26]=[CH:25][CH:24]=[CH:23][CH:22]=1. Procedure details: A 5 liter separable flask equipped with a stirrer, reflux condenser and dropping funnel was fed with 1340 g (10 moles) of tert-butylbenzene and 3 ml of trifluoromethane sulfonate, and the contents were maintained at 50° C. to 60° C. While stirring, 104 g (1 mole) of styrene was then added dropwise for 2 hours and, after the addition, the stirring was continued for further 30 minutes. After the reaction, the catalyst was deactivated with water and, through neutralization, water rinsing, drying an... The reactants are [N+](=O)([O-])C=1C(=C(C=C(C=O)C1)OC)O (5-nitrovanillin), C(CC(=O)O)(=O)O (malonic acid), Cl (hydrochloric acid). The solvent is O (water), N1=CC=CC=C1 (pyridine). Yields the product OC1=C(C=C(C=CC(=O)O)C=C1[N+](=O)[O-])OC (4-Hydroxy-3-methoxy-5-nitrocinnamic acid). As a reaction SMILES: [N+:1]([C:4]1[C:5]([OH:14])=[C:6]([O:12][CH3:13])[CH:7]=[C:8]([CH:11]=1)[CH:9]=O)([O-:3])=[O:2].C(O)(=O)[CH2:16][C:17]([OH:19])=[O:18].Cl>N1C=CC=CC=1.O>[OH:14][C:5]1[C:4]([N+:1]([O-:3])=[O:2])=[CH:11][C:8]([CH:9]=[CH:16][C:17]([OH:19])=[O:18])=[CH:7][C:6]=1[O:12][CH3:13]. Procedure: A solution of 1.0 g of 5-nitrovanillin and 4.0 g of malonic acid in 10 ml of pyridine was heated for 50 h at 80° C. The reaction mixture was diluted with water, acidified with hydrochloric acid, filtered, washed with water and dried. Yield 0.44 g (36%). The 1H-NMR spectrum was in accordance with the structure alleged. The reactants are F[B-](F)(F)F.FS(C1=CC=C(C=C1)[N+]#N)(F)(F)(F)F (4-(Pentafluorosulfanyl)phenyldiazonium tetrafluoroborate), C(C=C)(=O)OC (methyl acrylate). Reagents/catalysts: CC(=O)[O-].CC(=O)[O-].[Pd+2] (Pd(OAc)2). Run in CCO (EtOH). Yields the product FS(C1=CC=C(C=C1)/C=C/C(=O)OC)(F)(F)(F)F (methyl trans-3-[4-(pentafluorosulfanyl)phenyl]prop-2-enoate). RXN SMILES: F[B-](F)(F)F.[F:6][S:7]([F:19])([F:18])([F:17])([F:16])[C:8]1[CH:13]=[CH:12][C:11]([N+]#N)=[CH:10][CH:9]=1.[C:20]([O:24][CH3:25])(=[O:23])[CH:21]=[CH2:22]>CCO.CC([O-])=O.CC([O-])=O.[Pd+2]>[F:6][S:7]([F:19])([F:18])([F:17])([F:16])[C:8]1[CH:13]=[CH:12][C:11](/[CH:22]=[CH:21]/[C:20]([O:24][CH3:25])=[O:23])=[CH:10][CH:9]=1 |f:0.1,4.5.6|. Procedure details: Diazonium salt 1 reacted with methyl acrylate in the presence of Pd(OAc)2 in 95% EtOH to give methyl trans-3-[4-(pentafluorosulfanyl)phenyl]prop-2-enoate 3 in 85% isolated yield with no cis isomer being observed, as seen in FIG. 2. Reactants: COc1ccc(C(=O)O)c2c1OC1(CCSC1)O2, COS(=O)(=O)OC, CC(C)=O, [K+], [K+], O=C([O-])[O-], O. Yields the product COC(=O)c1ccc(OC)c2c1OC1(CCSC1)O2. Reaction SMILES: [CH3:1][O:2][c:3]1[cH:4][cH:5][c:6]([C:16](=[O:17])[OH:18])[c:7]2[c:8]1[O:9][C:10]1([O:11]2)[CH2:12][S:13][CH2:14][CH2:15]1.[CH3:25][O:26][S:27]([O:28][CH3:29])(=[O:30])=[O:31].[CH3:33][C:34](=[O:35])[CH3:36].[K+:19].[K+:20].[O-:21][C:22]([O-:23])=[O:24].[OH2:32]>>[CH3:1][O:2][c:3]1[cH:4][cH:5][c:6]([C:16](=[O:17])[O:18][CH3:22])[c:7]2[c:8]1[O:9][C:10]1([O:11]2)[CH2:12][S:13][CH2:14][CH2:15]1. The reactants are FC=1C=C(C#N)C=C(C1)F (3,5-difluorobenzonitrile), CC(C)(C)[O-].[K+] (KOtBu), solution, ClC1=CC=C(C(=C1O)F)C (6-chloro-2-fluoro-3-methylphenol), C1COCCOCCOCCOCCOCCO1 (18-CROWN-6). Run in O (water), C1CCOC1 (THF), CS(=O)C (DMSO). Reaction conditions: temperature 120 celsius, time 20 minute. Product: ClC1=CC=C(C(=C1OC=1C=C(C#N)C=C(C1)F)F)C (3-[(6-chloro-2-fluoro-3-methylphenyl)oxy]-5-fluorobenzonitrile). The yield is 66.0%. Reaction SMILES: CC([O-])(C)C.[K+].[Cl:7][C:8]1[C:13]([OH:14])=[C:12]([F:15])[C:11]([CH3:16])=[CH:10][CH:9]=1.C1OCCOCCOCCOCCOCCOC1.[F:35][C:36]1[CH:37]=[C:38]([CH:41]=[C:42](F)[CH:43]=1)[C:39]#[N:40]>C1COCC1.CS(C)=O.O>[Cl:7][C:8]1[C:13]([O:14][C:42]2[CH:41]=[C:38]([CH:37]=[C:36]([F:35])[CH:43]=2)[C:39]#[N:40])=[C:12]([F:15])[C:11]([CH3:16])=[CH:10][CH:9]=1 |f:0.1|. Procedure: KOtBu (6.23 ml of a 1M solution in THF, 6.23 mmol) was added to a solution of 6-chloro-2-fluoro-3-methylphenol (1.00 g, 6.23 mmol) and 18-CROWN-6 (0.823 g, 3.11 mmol) in DMSO (12 ml) at RT. After 20 mins, 3,5-difluorobenzonitrile (0.87 g, 6.23 mmol) was added and the solution was heated at 120° C. overnight. The reaction mixture was poured into water (50 mL) and extracted with EtOAc (2×20 mL). The organic layer was dried (Na2SO4), filtered, concentrated, and purified by silica gel chromatography... RXN SMILES: CO[C:3]1[C:7](OC)=[N:6][S:5](=[O:10])[N:4]=1.[CH3:11][N:12]([CH2:14][C:15]1[S:16][CH:17]=[C:18]([CH2:20][S:21][CH2:22][CH2:23][NH2:24])[N:19]=1)[CH3:13].COC1C=NS(=O)N=1.[CH3:33][NH:34][CH3:35]>>[CH3:13][N:12]([CH2:14][C:15]1[S:16][CH:17]=[C:18]([CH2:20][S:21][CH2:22][CH2:23][NH:24][C:3]2[C:7]([N:34]([CH3:35])[CH3:33])=[N:6][S:5](=[O:10])[N:4]=2)[N:19]=1)[CH3:11]. Starting materials: COC1=NS(N=C1OC)=O (3,4-dimethoxy-1,2,5-thiadiazole 1-oxide), CN(C)CC=1SC=C(N1)CSCCN (2-[(2-dimethylaminomethyl-4-thiazolyl)methylthio]ethylamine), 2-[(2-dimethylaminomethyl-4-thiazolyl)methylthio]ethylamino, COC=1C=NS(N1)=O (4-methoxy-1,2,5-thiadiazole 1-oxide), CNC (dimethylamine). Reported procedure: When a solution of 3,4-dimethoxy-1,2,5-thiadiazole 1-oxide [prepared in Example 4, Step A] is reacted with one equivalent of 2-[(2-dimethylaminomethyl-4-thiazolyl)methylthio]ethylamine [prepared in Example 33, Step E] and the resultant 3-}2-[(2-dimethylaminomethyl-4-thiazolyl)methylthio]ethylamino}-4-methoxy-1,2,5-thiadiazole 1-oxide is treated with an excess of dimethylamine according to the procedure described in Example 28, the title compound is thereby produced. Yields the product CN(C)CC=1SC=C(N1)CSCCNC1=NS(N=C1N(C)C)=O (3-{2-[(2-Dimethylaminomethyl-4-thiazolyl)methylthio]ethylamino}-4-dimethylamino-1,2,5-thiadiazole 1-oxide). Reactants: NC1=NC(=CN=C1C1=C(C(=CC(=C1)Cl)Cl)Cl)NC(C)=O (2-amino-6-acetamido-3(2,3,5-trichlorophenyl)pyrazine), C(C(C)C)(=O)Cl (isobutyrylchloride). Product: C(C)(C)C(=O)NC1=NC(=CN=C1C1=C(C(=CC(=C1)Cl)Cl)Cl)NC(C)=O (2-isopropylcarbonylamino-6-acetamido-3-(2,3,5-trichlorophenyl)pyrazine). RXN SMILES: [NH2:1][C:2]1[C:7]([C:8]2[CH:13]=[C:12]([Cl:14])[CH:11]=[C:10]([Cl:15])[C:9]=2[Cl:16])=[N:6][CH:5]=[C:4]([NH:17][C:18](=[O:20])[CH3:19])[N:3]=1.[C:21](Cl)(=[O:25])[CH:22]([CH3:24])[CH3:23]>>[CH:22]([C:21]([NH:1][C:2]1[C:7]([C:8]2[CH:13]=[C:12]([Cl:14])[CH:11]=[C:10]([Cl:15])[C:9]=2[Cl:16])=[N:6][CH:5]=[C:4]([NH:17][C:18](=[O:20])[CH3:19])[N:3]=1)=[O:25])([CH3:24])[CH3:23]. Procedure details: This compound was prepared in an analogous manner to Example 9 from 2-amino-6-acetamido-3(2,3,5-trichlorophenyl)pyrazine (Example 1) and one equivalent isobutyrylchloride (Aldrich). Yield 0.120 g M.p. 230-232° C.